This data is from the Open Reaction Database (ORD), a public repository of structured organic reaction records. The task is: describe an organic reaction: reactants, conditions, products, and yield Starting materials: CC=1NC(=CC1C1=NC(=CC=C1)C1=CC=C(C2=CC=CC=C12)F)C (2-(2,5-dimethylpyrrolyl)-6-(4-fluoro-naphth-1-yl)pyridine), O (water), OC1CCN(CC1)CC1=CC=CC=C1 (4-hydroxy-N-benzylpiperidine), alkoxide, [H-].[Na+] (sodium hydride). Run in CN(C=O)C (dimethylformamide), CN(C=O)C (dimethylformamide). Run at temperature 70 celsius. Product: CC=1NC(=CC1C1=NC(=CC=C1)C1=CC=C(C2=CC=CC=C12)OC1CCN(CC1)CC1=CC=CC=C1)C (2-(2,5-Dimethylpyrrolyl)-6-(4-((N-benzyl)-4-piperidinyloxy)-naphth-1-yl)pyridine). Yield: 317.3%. RXN SMILES: [OH:1][CH:2]1[CH2:7][CH2:6][N:5]([CH2:8][C:9]2[CH:14]=[CH:13][CH:12]=[CH:11][CH:10]=2)[CH2:4][CH2:3]1.[H-].[Na+].[CH3:17][C:18]1[NH:19][C:20]([CH3:40])=[CH:21][C:22]=1[C:23]1[CH:28]=[CH:27][CH:26]=[C:25]([C:29]2[C:38]3[C:33](=[CH:34][CH:35]=[CH:36][CH:37]=3)[C:32](F)=[CH:31][CH:30]=2)[N:24]=1.O>CN(C)C=O>[CH3:17][C:18]1[NH:19][C:20]([CH3:40])=[CH:21][C:22]=1[C:23]1[CH:28]=[CH:27][CH:26]=[C:25]([C:29]2[C:38]3[C:33](=[CH:34][CH:35]=[CH:36][CH:37]=3)[C:32]([O:1][CH:2]3[CH2:7][CH2:6][N:5]([CH2:8][C:9]4[CH:14]=[CH:13][CH:12]=[CH:11][CH:10]=4)[CH2:4][CH2:3]3)=[CH:31][CH:30]=2)[N:24]=1 |f:1.2|. Reported procedure: To a 20 mL round-bottomed flask equipped with condenser and N2 inlet were added 121 mg (0.633 mml) 4-hydroxy-N-benzylpiperidine and 5 mL dry dimethylformamide, followed by 32 mg (0.791 mmol) sodium hydride (60% in oil). The reaction was heated to 70° C. to ensure complete formation of the alkoxide, and then 100 mg (0.316 mmol) 2-(2,5-dimethylpyrrolyl)-6-(4-fluoro-naphth-1-yl)pyridine in 2 mL dry dimethylformamide was added, and the reaction was heated at 80° C. for 10 min. The reaction was coole... The reactants are CCN=C=NCCCN(C)C, CCOC(C)=O, CCCS(=O)(=O)Nc1ccc(F)c(C(=O)O)c1F, Nc1cnc2[nH]nc(OCCF)c2c1, CN(C)C=O, On1nnc2ccccc21. Yields the product CCCS(=O)(=O)Nc1ccc(F)c(C(=O)Nc2cnc3[nH]nc(OCCF)c3c2)c1F. As a reaction SMILES: [CH3:33][CH2:34][N:35]=[C:36]=[N:37][CH2:38][CH2:39][CH2:40][N:41]([CH3:42])[CH3:43].[CH3:59][CH2:60][O:61][C:62]([CH3:63])=[O:64].[F:15][c:16]1[c:17]([C:18](=[O:19])[OH:20])[c:21]([F:32])[cH:22][cH:23][c:24]1[NH:25][S:26](=[O:27])(=[O:28])[CH2:29][CH2:30][CH3:31].[F:1][CH2:2][CH2:3][O:4][c:5]1[n:6][nH:7][c:8]2[n:9][cH:10][c:11]([NH2:14])[cH:12][c:13]12.[O:54]=[CH:55][N:56]([CH3:57])[CH3:58].[OH:44][n:45]1[c:46]2[c:47]([cH:48][cH:49][cH:50][cH:51]2)[n:52][n:53]1>>[F:1][CH2:2][CH2:3][O:4][c:5]1[n:6][nH:7][c:8]2[n:9][cH:10][c:11]([NH:14][C:18]([c:17]3[c:16]([F:15])[c:24]([NH:25][S:26](=[O:27])(=[O:28])[CH2:29][CH2:30][CH3:31])[cH:23][cH:22][c:21]3[F:32])=[O:19])[cH:12][c:13]12. Reactants: C(C)(C)(C)C=1C=C(C(C(=O)O)=CC1)C(=O)O (4-t-butylphthalic acid). The solvent is S(=O)(Cl)Cl (thionyl chloride). Yields the product C(C)(C)(C)C=1C=C2C(C(=O)OC2=O)=CC1 (4-t-butyl-phthalic anhydride). Isolated yield 94.2%. RXN SMILES: [C:1]([C:5]1[CH:6]=[C:7]([C:14]([OH:16])=[O:15])[C:8](=[CH:12][CH:13]=1)[C:9]([OH:11])=O)([CH3:4])([CH3:3])[CH3:2]>S(Cl)(Cl)=O>[C:1]([C:5]1[CH:6]=[C:7]2[C:14](=[O:15])[O:16][C:9](=[O:11])[C:8]2=[CH:12][CH:13]=1)([CH3:2])([CH3:3])[CH3:4]. Reported procedure: Subsequently, a 1 liter round bottom flask was fitted with a reflux condenser, to which was added 173.66 grams (0.7814 mole) of 4-t-butylphthalic acid and 500 milliliters of thionyl chloride. The yellow solution was magnetically stirred and refluxed for 3 hours, after which the thionyl chloride was removed from the anhydride under reduced pressure. The resultant white crystalline solid was washed three times with anhydrous hexane and the hexane was removed under reduced pressure to yield 150.33 ... Yields the product C(=O)(O)C=1SC(=CC1Cl)C (2-carboxy-3-chloro-5-methylthiophene). Isolated yield 99.9%. As a reaction SMILES: C[O:2][C:3]([C:5]1[S:6][C:7]([CH3:11])=[CH:8][C:9]=1[Cl:10])=[O:4].[OH-].[Na+]>C(O)C>[C:3]([C:5]1[S:6][C:7]([CH3:11])=[CH:8][C:9]=1[Cl:10])([OH:4])=[O:2] |f:1.2|. The reactants are COC(=O)C=1SC(=CC1Cl)C (2-methoxycarbonyl-3-chloro-5-methylthiophene), [OH-].[Na+] (sodium hydroxide). Procedure: To a solution of 2-methoxycarbonyl-3-chloro-5-methylthiophene (1.3 g, 6.8 mmol) in ethanol (16 mL) was added aqueous sodium hydroxide (1 N, 16 mL, 16 mmol) and the mixture stirred at ambient temperature. After 3 hours the mixture was concentrated of all volatiles in vacuo. The residual solid was dissolved in water (60 mL), acidified with 1 N HCl and the solid collected by filtration to afford 1.2 g (95% yield) of 2-carboxy-3-chloro-5-methylthiophene as a white solid; NMR (CDCl3) 6.8 (s, 1), 2.5 ... The solvent is C(C)O (ethanol). The reactants are B, Cl, C1CCOC1, C1CCOC1, O=C(O)c1ccc(Oc2ccccn2)cc1. Yields the product OCc1ccc(Oc2ccccn2)cc1. RXN SMILES: [BH3:22].[ClH:23].[O:17]1[CH2:18][CH2:19][CH2:20][CH2:21]1.[O:24]1[CH2:25][CH2:26][CH2:27][CH2:28]1.[n:1]1[c:2]([O:7][c:8]2[cH:9][cH:10][c:11]([C:12](=[O:13])[OH:14])[cH:15][cH:16]2)[cH:3][cH:4][cH:5][cH:6]1>>[n:1]1[c:2]([O:7][c:8]2[cH:9][cH:10][c:11]([CH2:12][OH:13])[cH:15][cH:16]2)[cH:3][cH:4][cH:5][cH:6]1. The reactants are C(C)(C)N(CC)C(C)C (Diisopropylethylamine), C(C)(C)(C)OC(NC1CCNCC1)=O (piperidin-4-yl-carbamic acid tert-butyl ester), BrCC1=CC=C(C=C1)S(=O)(=O)Cl (4-bromomethyl-benzenesulfonyl chloride). Solvent: C(Cl)Cl (DCM), C(Cl)Cl (DCM). Conditions: time 1 hour. The product is C(C)(C)(C)OC(NC1CCN(CC1)S(=O)(=O)C1=CC=C(C=C1)CBr)=O ([1-(4-Bromomethyl-benzenesulfonyl)-piperidin-4-yl]carbamic acid tert-butyl ester). The yield is 69.9%. As a reaction SMILES: C(N(C(C)C)CC)(C)C.[C:10]([O:14][C:15](=[O:23])[NH:16][CH:17]1[CH2:22][CH2:21][NH:20][CH2:19][CH2:18]1)([CH3:13])([CH3:12])[CH3:11].[Br:24][CH2:25][C:26]1[CH:31]=[CH:30][C:29]([S:32](Cl)(=[O:34])=[O:33])=[CH:28][CH:27]=1>C(Cl)Cl>[C:10]([O:14][C:15](=[O:23])[NH:16][CH:17]1[CH2:22][CH2:21][N:20]([S:32]([C:29]2[CH:28]=[CH:27][C:26]([CH2:25][Br:24])=[CH:31][CH:30]=2)(=[O:33])=[O:34])[CH2:19][CH2:18]1)([CH3:13])([CH3:11])[CH3:12]. Procedure details: Diisopropylethylamine (0.99 ml, 5.6 mmol) was added in one portion to a stirred solution of piperidin-4-yl-carbamic acid tert-butyl ester (0.37 g, 1.85 mmol) in DCM (20 ml) at room temperature. To this mixture was added 4-bromomethyl-benzenesulfonyl chloride (0.5 g, 1.85 mmol) in one portion and the mixture was stirred at room temperature under a nitrogen atmosphere for 1 hour. After this time the mixture was diluted with DCM (50 ml) and washed sequentially with HCl (1M solution, 20 ml), NaOH (1...